This data is from the Open Reaction Database (ORD), a public repository of structured organic reaction records. The task is: describe an organic reaction: reactants, conditions, products, and yield Reactants: O=C([O-])[O-], CN(C)C=O, COC(=O)c1cc(-c2cncc(C)c2)cnc1Cl, [Cs+], [Cs+], OB(O)c1ccccc1F. Yields the product COC(=O)c1cc(-c2cncc(C)c2)cnc1-c1ccccc1F. Reaction SMILES: [C:29](=[O:30])([O-:31])[O-:32].[CH3:35][N:36]([CH3:37])[CH:38]=[O:39].[Cl:1][c:2]1[c:3]([C:15](=[O:16])[O:17][CH3:18])[cH:4][c:5](-[c:8]2[cH:9][n:10][cH:11][c:12]([CH3:14])[cH:13]2)[cH:6][n:7]1.[Cs+:33].[Cs+:34].[F:19][c:20]1[c:21]([B:26]([OH:27])[OH:28])[cH:22][cH:23][cH:24][cH:25]1>>[c:2]1(-[c:21]2[c:20]([F:19])[cH:25][cH:24][cH:23][cH:22]2)[c:3]([C:15](=[O:16])[O:17][CH3:18])[cH:4][c:5](-[c:8]2[cH:9][n:10][cH:11][c:12]([CH3:14])[cH:13]2)[cH:6][n:7]1. Solvent: C(C)N(CC)CC (triethylamine). The reactants are COC1=CC2=C(C(C(N(CC2)CCCCl)=O)=O)C=C1OC (3-(7,8-dimethoxy-1,3,4,5-tetrahydro-2H-3-benzazepin-1,2-dion-3-yl)-1-chloropropane), NC1=C(C=C(C=C1Br)OCCCNC)Br (N-[3-(4-amino-3,5-dibromophenyloxy)-propyl]-methylamine). Procedure details: The title compound is prepared from 3-(7,8-dimethoxy-1,3,4,5-tetrahydro-2H-3-benzazepin-1,2-dion-3-yl)-1-chloropropane, N-[3-(4-amino-3,5-dibromophenyloxy)-propyl]-methylamine and triethylamine analogously to Example 6. Product: COC1=CC2=C(C(C(N(CC2)CCCN(CCCOC2=CC(=C(C(=C2)Br)N)Br)C)=O)=O)C=C1OC (N-[3-(7,8-Dimethoxy-1,3,4,5-tetrahydro-2H-3-benzazepin-1,2-dion-3-yl)-propyl]-N-[3-(4-amino-3,5-dibromophenyloxy)-propyl]-methylamine). RXN SMILES: [CH3:1][O:2][C:3]1[C:19]([O:20][CH3:21])=[CH:18][C:6]2[C:7](=[O:17])[C:8](=[O:16])[N:9]([CH2:12][CH2:13][CH2:14]Cl)[CH2:10][CH2:11][C:5]=2[CH:4]=1.[NH2:22][C:23]1[C:28]([Br:29])=[CH:27][C:26]([O:30][CH2:31][CH2:32][CH2:33][NH:34][CH3:35])=[CH:25][C:24]=1[Br:36]>C(N(CC)CC)C>[CH3:1][O:2][C:3]1[C:19]([O:20][CH3:21])=[CH:18][C:6]2[C:7](=[O:17])[C:8](=[O:16])[N:9]([CH2:12][CH2:13][CH2:14][N:34]([CH3:35])[CH2:33][CH2:32][CH2:31][O:30][C:26]3[CH:25]=[C:24]([Br:36])[C:23]([NH2:22])=[C:28]([Br:29])[CH:27]=3)[CH2:10][CH2:11][C:5]=2[CH:4]=1. Solvent: O (water). Conditions: temperature -78 celsius. The reactants are ClC=1C=CC2=C(NC(C(=C(C2=O)C)OC)=O)C1 (8-Chloro-3-methoxy-4-methyl-2,5-dioxo-2,5-dihydro-1H-benz[b]azepine), liquid, CNC (dimethylamine). Procedure: 8-Chloro-3-methoxy-4-methyl-2,5-dioxo-2,5-dihydro-1H-benz[b]azepine (0.4 g) was treated with 100 mL of liquid dimethylamine chilled to -78° C. The mixture was sealed in a pressure vessel and warmed to 26° C. for 72 hours. The excess dimethylamine was evaporated to give an oil which was dissolved in water and extracted with ethyl acetate. The organic extracts were combined and concentrated to a brown oil. The oil was crystallized using ether to give a yellow solid. The solid was purified by chrom... As a reaction SMILES: [Cl:1][C:2]1[CH:3]=[CH:4][C:5]2[C:11](=[O:12])[C:10]([CH3:13])=[C:9](OC)[C:8](=[O:16])[NH:7][C:6]=2[CH:17]=1.[CH3:18][NH:19][CH3:20]>O>[Cl:1][C:2]1[CH:3]=[CH:4][C:5]2[C:11](=[O:12])[C:10]([CH3:13])=[C:9]([N:19]([CH3:20])[CH3:18])[C:8](=[O:16])[NH:7][C:6]=2[CH:17]=1. The product is ClC=1C=CC2=C(NC(C(=C(C2=O)C)N(C)C)=O)C1 (8-Chloro-3-dimethylamino-4-methyl-2,5-dioxo-2,5-dihydro-1H-benz[b]azepine). The reactants are FC=1C=C(C=CC1)[C@@H](C)NC(C1=CC(=CC=C1)[N+](=O)[O-])C1=CC=C(C=C1)F (N-[(R)-1-(3-fluorophenyl)ethyl]-N-[(4-fluorophenyl)-(3-nitrophenyl)methyl]amine), [Na] (sodium). The reagents and catalysts are O.O.O.O.O.O.[Ni](Cl)Cl (nickel chloride hexahydrate). Solvent: CO (methanol). Yields the product FC1=CC=C(C=C1)C(C=1C=C(C=CC1)N)N[C@H](C)C1=CC(=CC=C1)F (3-{(4-Fluorophenyl)-[(R)-1-(3-fluorophenyl)ethylamino]methyl}phenylamine). Reaction SMILES: [F:1][C:2]1[CH:3]=[C:4]([C@H:8]([NH:10][CH:11]([C:21]2[CH:26]=[CH:25][C:24]([F:27])=[CH:23][CH:22]=2)[C:12]2[CH:17]=[CH:16][CH:15]=[C:14]([N+:18]([O-])=O)[CH:13]=2)[CH3:9])[CH:5]=[CH:6][CH:7]=1.[Na]>O.O.O.O.O.O.[Ni](Cl)Cl.CO>[F:27][C:24]1[CH:25]=[CH:26][C:21]([CH:11]([NH:10][C@@H:8]([C:4]2[CH:5]=[CH:6][CH:7]=[C:2]([F:1])[CH:3]=2)[CH3:9])[C:12]2[CH:13]=[C:14]([NH2:18])[CH:15]=[CH:16][CH:17]=2)=[CH:22][CH:23]=1 |f:2.3.4.5.6.7.8,^1:27|. Procedure details: Following a similar procedure to that described in Example (1b), 2.82 g of isomer A of N-[(R)-1-(3-fluorophenyl)ethyl]-N-[(4-fluorophenyl)-(3-nitrophenyl)methyl]amine [prepared as described in step (a) above], 3.64 g of nickel chloride hexahydrate, 1.16 g of sodium borolydride and 30 ml of methanol were reacted, to obtain 2.52 g of isomer A of the title compound as a colorless oil. Starting materials: [N+](=O)([O-])[O-].[K+] (potassium nitrate), CC1=NCCC2=CC=CC=C12 (1-Methyl-3,4-dihydroisoquinoline), [OH-].[NH4+] (ammonium hydroxide). The solvent is ice. Reaction conditions: time 8 hour. The product is CC1=NCCC2=CC=C(C=C12)[N+](=O)[O-] (1-Methyl-7-nitro-3,4-dihydroisoquinoline). As a reaction SMILES: [CH3:1][C:2]1[C:11]2[C:6](=[CH:7][CH:8]=[CH:9][CH:10]=2)[CH2:5][CH2:4][N:3]=1.[N+:12]([O-])([O-:14])=[O:13].[K+].[OH-].[NH4+]>>[CH3:1][C:2]1[C:11]2[C:6](=[CH:7][CH:8]=[C:9]([N+:12]([O-:14])=[O:13])[CH:10]=2)[CH2:5][CH2:4][N:3]=1 |f:1.2,3.4|. Procedure details: 1-Methyl-3,4-dihydroisoquinoline (4.25 g, 29.3 mmol) was dissolved in ice cold concentrated sulfuric acid (15 ml) and to this was added potassium nitrate (3.25 g, 32.2 mmol) portionwise with cooling. The mixture was stirred overnight, poured over ice, basified with concentrated ammonium hydroxide, and the precipitated solid was collected, washed with water and dried: 4.47 g (80%), MS (M+H)+ 191, 1H NMR (D2O), 8.30 (d, 1H), 8.22 (dd, 1H), 7.39 (d, 1H), 3.80-3.62 (m, 2H), 2.92-2.70 (m, 2H), 2.48 (... The reactants are CC(C)c1ccccc1O, ClC=C(Cl)Cl, S=P(Cl)(Cl)Cl, c1ccncc1. Yields the product CC(C)c1ccccc1P(=S)(Cl)Cl. As a reaction SMILES: [CH:1]([CH3:2])([CH3:3])[c:4]1[c:5]([OH:10])[cH:6][cH:7][cH:8][cH:9]1.[Cl:22][CH:23]=[C:24]([Cl:25])[Cl:26].[P:11](=[S:12])([Cl:13])([Cl:14])[Cl:15].[cH:16]1[cH:17][cH:18][n:19][cH:20][cH:21]1>>[CH:1]([CH3:2])([CH3:3])[c:4]1[c:5]([P:11](=[S:12])([Cl:13])[Cl:14])[cH:6][cH:7][cH:8][cH:9]1. Yields the product COc1ccc2c(c1)S(=O)(=O)c1c(cc(OC)c(O)c1Br)N2. As a reaction SMILES: [C:1](=[O:2])([CH3:3])[O:4][c:5]1[c:6]([O:24][CH3:25])[cH:7][c:8]2[c:17]([c:18]1[Br:19])[S:16](=[O:20])(=[O:21])[c:15]1[c:10]([cH:11][cH:12][c:13]([O:22][CH3:23])[cH:14]1)[NH:9]2.[CH3:28][C:29](=[O:30])[OH:31].[CH3:32][OH:33].[Na+:27].[OH-:26].[OH2:34]>>[OH:4][c:5]1[c:6]([O:24][CH3:25])[cH:7][c:8]2[c:17]([c:18]1[Br:19])[S:16](=[O:20])(=[O:21])[c:15]1[c:10]([cH:11][cH:12][c:13]([O:22][CH3:23])[cH:14]1)[NH:9]2. Starting materials: COc1ccc2c(c1)S(=O)(=O)c1c(cc(OC)c(OC(C)=O)c1Br)N2, CC(=O)O, CO, [Na+], [OH-], O. Starting materials: COC(=O)CBr, [N-]=[N+]=C1C=C(C2=CCCCCCCCCC2)CCCCCCCC1, NC1CCCCC1, C1CCOC1. Product: COC(=O)CNC1CCCCC1. RXN SMILES: [Br:32][CH2:33][C:34](=[O:35])[O:36][CH3:37].[N+:8](=[C:9]1[CH2:10][CH2:11][CH2:12][CH2:13][CH2:14][CH2:15][CH2:16][CH2:17][C:18]([C:19]2=[CH:29][CH2:28][CH2:27][CH2:26][CH2:25][CH2:24][CH2:23][CH2:22][CH2:21][CH2:20]2)=[CH:30]1)=[N-:31].[NH2:1][CH:2]1[CH2:3][CH2:4][CH2:5][CH2:6][CH2:7]1.[O:38]1[CH2:39][CH2:40][CH2:41][CH2:42]1>>[NH:1]([CH:2]1[CH2:3][CH2:4][CH2:5][CH2:6][CH2:7]1)[CH2:33][C:34](=[O:35])[O:36][CH3:37].